Task: describe an organic reaction: reactants, conditions, products, and yield. Dataset: the Open Reaction Database (ORD), a public repository of structured organic reaction records The reactants are CC(C)(C)O, CC(C)O, C=Cc1ccc(NC(C)=O)nc1, [Na+], [Na+], O, O=S([O-])[O-]. The product is CC(=O)Nc1ccc(C(O)CO)cn1. Reaction SMILES: [C:1]([CH3:2])([CH3:3])([CH3:4])[OH:5].[CH3:25][CH:26]([OH:27])[CH3:28].[CH:6](=[CH2:7])[c:8]1[cH:9][cH:10][c:11]([NH:14][C:15]([CH3:16])=[O:17])[n:12][cH:13]1.[Na+:22].[Na+:23].[OH2:24].[S:18]([O-:19])([O-:20])=[O:21]>>[OH:5][CH2:7][CH:6]([c:8]1[cH:9][cH:10][c:11]([NH:14][C:15]([CH3:16])=[O:17])[n:12][cH:13]1)[OH:24]. Reactants: C(C1=CC=CC=C1)N(NC(=O)OC(C)(C)C)C(=O)NCC (2-benzyl-1-tert-butoxycarbonyl-4-ethylsemicarbazide), C([O-])(O)=O.[Na+] (sodium bicarbonate). Solvent: FC(C(=O)O)(F)F (trifluoroacetic acid), ClCCl (dichloromethane). Yields the product C(C1=CC=CC=C1)N(N)C(=O)NCC (2-benzyl-4-ethylsemicarbazide). Yield: 91.6%. As a reaction SMILES: [CH2:1]([N:8]([C:17]([NH:19][CH2:20][CH3:21])=[O:18])[NH:9]C(OC(C)(C)C)=O)[C:2]1[CH:7]=[CH:6][CH:5]=[CH:4][CH:3]=1.C(=O)(O)[O-].[Na+]>FC(F)(F)C(O)=O.ClCCl>[CH2:1]([N:8]([C:17]([NH:19][CH2:20][CH3:21])=[O:18])[NH2:9])[C:2]1[CH:7]=[CH:6][CH:5]=[CH:4][CH:3]=1 |f:1.2|. Procedure details: A solution of of 2-benzyl-1-tert-butoxycarbonyl-4-ethylsemicarbazide (2.8 g, 9.6 mmol) in 50% trifluoroacetic acid in dichloromethane (10 ml) was stirred for 10 min at room temperature. Then saturated sodium bicarbonate was added until pH>7 and the aqueous layer was extracted with dichloromethane (2×10 ml) and the combined organic layers were dried (magnesium sulfate) and concentrated in vacuo. The obtained oil was chromatographed on silica (100 g) with ethyl acetate as eluent to give 1.7 g of 2... Reactants: CC#N, CCCCN=C=O, O=C(O)C(F)(F)F, Nc1ccc(Oc2ccc(-c3c[nH]c(COc4ccccc4)n3)cc2)cc1, C1CCOC1. Product: O=C(O)C(F)(F)F, CCCCNC(=O)Nc1ccc(Oc2ccc(-c3c[nH]c(COc4ccccc4)n3)cc2)cc1. RXN SMILES: [C:42](#[N:43])[CH3:44].[CH2:28]([CH2:29][CH2:30][CH3:31])[N:32]=[C:33]=[O:34].[F:35][C:36]([C:37](=[O:38])[OH:39])([F:40])[F:41].[O:1]([c:2]1[cH:3][cH:4][cH:5][cH:6][cH:7]1)[CH2:8][c:9]1[nH:10][cH:11][c:12](-[c:14]2[cH:15][cH:16][c:17]([O:18][c:19]3[cH:20][cH:21][c:22]([NH2:23])[cH:24][cH:25]3)[cH:26][cH:27]2)[n:13]1.[O:45]1[CH2:46][CH2:47][CH2:48][CH2:49]1>>[F:35][C:36]([C:37](=[O:38])[OH:39])([F:40])[F:41].[O:1]([c:2]1[cH:3][cH:4][cH:5][cH:6][cH:7]1)[CH2:8][c:9]1[nH:10][cH:11][c:12](-[c:14]2[cH:15][cH:16][c:17]([O:18][c:19]3[cH:20][cH:21][c:22]([NH:23][C:33]([NH:32][CH2:28][CH2:29][CH2:30][CH3:31])=[O:34])[cH:24][cH:25]3)[cH:26][cH:27]2)[n:13]1. Starting materials: BrC=1C=CC(=C(C1)N1CCC(CC1)C)[N+](=O)[O-] (1-(5-bromo-2-nitro-phenyl)-4-methyl-piperidine), [Cl-].[NH4+] (ammonium chloride), CCO (EtOH). Reagents/catalysts: [Fe] (iron). Run in O (water). Reaction conditions: temperature 80 celsius. Product: BrC1=CC(=C(C=C1)N)N1CCC(CC1)C (4-Bromo-2-(4-methyl-piperidin-1-yl)-phenylamine). Yield: 90.1%. Reaction SMILES: [Br:1][C:2]1[CH:3]=[CH:4][C:5]([N+:15]([O-])=O)=[C:6]([N:8]2[CH2:13][CH2:12][CH:11]([CH3:14])[CH2:10][CH2:9]2)[CH:7]=1.[Cl-].[NH4+].CCO>[Fe].O>[Br:1][C:2]1[CH:3]=[CH:4][C:5]([NH2:15])=[C:6]([N:8]2[CH2:13][CH2:12][CH:11]([CH3:14])[CH2:10][CH2:9]2)[CH:7]=1 |f:1.2|. Procedure: A flask charged with 1-(5-bromo-2-nitro-phenyl)-4-methyl-piperidine (1.0 g, 3.3 mmol) (as prepared in the previous step), ammonium chloride (1.8 g, 33 mmol), iron powder (0.93 g, 16 mmol), EtOH (12 mL) and water (6 mL) was heated at 80° C. for 1 h. The reaction was filtered though Celite, concentrated and eluted from a 20-g SPE cartridge (silica) with 100% DCM to give 0.80 g (91%) of the title compound as a yellow oil. Mass spectrum (ESI, m/z): Calcd. for C12H17BrN2, 269.1/271.1 (M+H), found 269...